The task is: describe an organic reaction: reactants, conditions, products, and yield. This data is from the Open Reaction Database (ORD), a public repository of structured organic reaction records. Reactants: Clc1ccc(COCCBr)cc1, CC#N, ClC(Cl)Cl, OC(c1ccccc1)(c1ccccc1)C12CCN(CC1)CC2. Product: [Br-], OC(c1ccccc1)(c1ccccc1)C12CC[N+](CCOCc3ccc(Cl)cc3)(CC1)CC2. RXN SMILES: [Br:23][CH2:24][CH2:25][O:26][CH2:27][c:28]1[cH:29][cH:30][c:31]([Cl:34])[cH:32][cH:33]1.[CH3:35][C:36]#[N:37].[Cl:38][CH:39]([Cl:40])[Cl:41].[N:1]12[CH2:2][CH2:3][C:4]([C:9]([OH:10])([c:11]3[cH:12][cH:13][cH:14][cH:15][cH:16]3)[c:17]3[cH:18][cH:19][cH:20][cH:21][cH:22]3)([CH2:5][CH2:6]1)[CH2:7][CH2:8]2>>[Br-:23].[N+:1]12([CH2:24][CH2:25][O:26][CH2:27][c:28]3[cH:29][cH:30][c:31]([Cl:34])[cH:32][cH:33]3)[CH2:2][CH2:3][C:4]([C:9]([OH:10])([c:11]3[cH:12][cH:13][cH:14][cH:15][cH:16]3)[c:17]3[cH:18][cH:19][cH:20][cH:21][cH:22]3)([CH2:5][CH2:6]1)[CH2:7][CH2:8]2. Starting materials: petroleum ether ethyl acetate methanol, ClC=1C=C(C=CC1F)NC=1C2=C(N=CN1)C=NC(=N2)NC2CCN(CC2)C(=O)OC(C)(C)C (4-[(3-chloro-4-fluorophenyl)amino]-6-[1-tertbutyloxycarbonyl-4-piperidinylamino]pyrimido[5,4-d]pyrimidine), FC(C(=O)O)(F)F (trifluoroacetic acid), CN(C(=O)Cl)C (dimethylcarbamoyl chloride). The solvent is C(C)N(CC)CC (triethylamine). Yields the product ClC=1C=C(C=CC1F)NC=1C2=C(N=CN1)C=NC(=N2)NC2CCN(CC2)C(=O)N(C)C (4-[(3-Chloro-4-fluorophenyl)amino]-6-[1-dimethylaminocarbonyl-4-piperidinylamino]pyrimido[5,4-d]pyrimidine). Reaction SMILES: [Cl:1][C:2]1[CH:3]=[C:4]([NH:9][C:10]2[C:11]3[N:19]=[C:18]([NH:20][CH:21]4[CH2:26][CH2:25][N:24]([C:27]([O:29]C(C)(C)C)=O)[CH2:23][CH2:22]4)[N:17]=[CH:16][C:12]=3[N:13]=[CH:14][N:15]=2)[CH:5]=[CH:6][C:7]=1[F:8].FC(F)(F)C(O)=O.[CH3:41][N:42](C)[C:43](Cl)=O>C(N(CC)CC)C>[Cl:1][C:2]1[CH:3]=[C:4]([NH:9][C:10]2[C:11]3[N:19]=[C:18]([NH:20][CH:21]4[CH2:26][CH2:25][N:24]([C:27]([N:42]([CH3:43])[CH3:41])=[O:29])[CH2:23][CH2:22]4)[N:17]=[CH:16][C:12]=3[N:13]=[CH:14][N:15]=2)[CH:5]=[CH:6][C:7]=1[F:8]. Procedure details: Prepared from 4-[(3-chloro-4-fluorophenyl)amino]-6-[1-tertbutyloxycarbonyl-4-piperidinylamino]pyrimido[5,4-d]pyrimidine by reaction with trifluoroacetic acid and subsequent reaction with dimethylcarbamoyl chloride and triethylamine. Melting point: 187°-188° C.; Rf : 0.59 (alumina; petroleum ether/ethyl acetate/methanol=10:10:2) Reactants: O=C1CCC(=O)N1Br, CS(=O)(=O)c1ccc(C(CC2CCCC2)C(=O)O)cc1Br, ClCCl, Nc1ccccn1, c1ccc(P(c2ccccc2)c2ccccc2)cc1. Yields the product CS(=O)(=O)c1ccc(C(CC2CCCC2)C(=O)Nc2ccccn2)cc1Br. RXN SMILES: [Br:20][N:21]1[C:22](=[O:23])[CH2:24][CH2:25][C:26]1=[O:27].[Br:28][c:29]1[cH:30][c:31]([CH:39]([C:40](=[O:41])[OH:42])[CH2:43][CH:44]2[CH2:45][CH2:46][CH2:47][CH2:48]2)[cH:32][cH:33][c:34]1[S:35](=[O:36])(=[O:37])[CH3:38].[CH2:56]([Cl:57])[Cl:58].[NH2:49][c:50]1[n:51][cH:52][cH:53][cH:54][cH:55]1.[c:1]1([P:2]([c:3]2[cH:4][cH:5][cH:6][cH:7][cH:8]2)[c:9]2[cH:10][cH:11][cH:12][cH:13][cH:14]2)[cH:15][cH:16][cH:17][cH:18][cH:19]1>>[Br:28][c:29]1[cH:30][c:31]([CH:39]([C:40](=[O:42])[NH:49][c:50]2[n:51][cH:52][cH:53][cH:54][cH:55]2)[CH2:43][CH:44]2[CH2:45][CH2:46][CH2:47][CH2:48]2)[cH:32][cH:33][c:34]1[S:35](=[O:36])(=[O:37])[CH3:38]. Starting materials: C=1(C(=CC=CC1)C=1C(=CC=CC1)O)O (2,2'-biphenol), P(Cl)(Cl)Cl (phosphorus trichloride). The product is P1(OC2=C(C=CC=C2)C2=C(C=CC=C2)O1)Cl (1,1'-biphenyl-2,2'-diyl phosphorochloridite). Reaction SMILES: [C:1]1([OH:14])[C:2]([C:7]2[C:8]([OH:13])=[CH:9][CH:10]=[CH:11][CH:12]=2)=[CH:3][CH:4]=[CH:5][CH:6]=1.[P:15](Cl)(Cl)[Cl:16]>>[P:15]1([Cl:16])[O:13][C:8]2[CH:9]=[CH:10][CH:11]=[CH:12][C:7]=2[C:2]2[CH:3]=[CH:4][CH:5]=[CH:6][C:1]=2[O:14]1. Yield: 81.0%. Procedure: A solution of 2,2'-biphenol (28.1 g, 0.151 mol) in 49 mL phosphorus trichloride was heated at reflux for 2 hr. The excess PC13 was removed by distillation. The residue was purified by vacuum distillation (140°-143° C. at 0.5 mm Hg) to give 30.70 g (81% yield) 1,1'-biphenyl-2,2'-diyl phosphorochloridite (as a clear viscous oil which solidified to a White solid upon standing at room temperature (RT) in an inert atmosphere for an extended period of time). 31P{1H}NMR (121.4 MHz, d8 -toluene): δ180.1... Starting materials: methanolic solution, COS(=O)(=O)O (methoxysulfonic acid), B(OC)(OC)OC (trimethyl borate), CO (methanol), CC(=O)OCC1=C(N2[C@@H]([C@@H](C2=O)N)SC1)C(=O)O (7-ACA). The solvent is O1CCOCC1 (dioxane). Reaction conditions: temperature 0 celsius, time 5 hour. The product is NC1[C@@H]2N(C(=C(CS2)COC)C(=O)O)C1=O (7-Amino-3-Methoxymethyl-3-Cephem-4-Carboxylic Acid). Isolated yield 85.0%. RXN SMILES: COS(O)(=O)=O.B(OC)(OC)OC.CO.C[C:17]([O:19][CH2:20][C:21]1[CH2:30][S:29][C@@H:24]2[C@H:25]([NH2:28])[C:26](=[O:27])[N:23]2[C:22]=1[C:31]([OH:33])=[O:32])=O>O1CCOCC1>[NH2:28][CH:25]1[C:26](=[O:27])[N:23]2[C:22]([C:31]([OH:33])=[O:32])=[C:21]([CH2:20][O:19][CH3:17])[CH2:30][S:29][C@H:24]12. Procedure: 17.94 g of a methanolic solution of methoxysulfonic acid (prepared as described in Preparation 1), 0.31 g of trimethyl borate and 2.31 g of methanol were added to 10 ml of dioxane. The mixture was cooled to 0° C., and 2.74 g of 7-ACA were added thereto, followed by stirring at 0° C. for 5 hours. After completion of the reaction, the reaction mixture was treated following the procedures described in Example 2. 2.09 g (yield 85%) of the desired compound with a high purity were thereby obtained. Product: Cc1cc(NC(=O)CBr)ccc1Br. The reactants are O=C(Cl)CBr, Cc1cc(N)ccc1Br, ClCCl, [Na+], [OH-]. As a reaction SMILES: [Br:10][CH2:11][C:12](=[O:13])[Cl:14].[Br:1][c:2]1[c:3]([CH3:9])[cH:4][c:5]([NH2:6])[cH:7][cH:8]1.[Cl:17][CH2:18][Cl:19].[Na+:16].[OH-:15]>>[Br:1][c:2]1[c:3]([CH3:9])[cH:4][c:5]([NH:6][C:12]([CH2:11][Br:10])=[O:13])[cH:7][cH:8]1. Starting materials: O=C([O-])O, Cc1ccccc1, O=C(c1ccccc1)C(O)CC(F)Cl, [I-], [K+], [Na+], O=c1[nH]c2ccccc2n1C1CCNCC1, O. Yields the product O=C(c1ccccc1)C(O)CC(F)N1CCC(n2c(=O)[nH]c3ccccc32)CC1. As a reaction SMILES: [C:31](=[O:32])([O-:33])[OH:34].[CH3:39][c:40]1[cH:41][cH:42][cH:43][cH:44][cH:45]1.[Cl:1][CH:2]([CH2:3][CH:4]([C:5](=[O:6])[c:7]1[cH:8][cH:9][cH:10][cH:11][cH:12]1)[OH:13])[F:14].[I-:37].[K+:36].[Na+:35].[O:15]=[c:16]1[nH:17][c:18]2[c:19]([n:20]1[CH:21]1[CH2:22][CH2:23][NH:24][CH2:25][CH2:26]1)[cH:27][cH:28][cH:29][cH:30]2.[OH2:38]>>[CH:2]([CH2:3][CH:4]([C:5](=[O:6])[c:7]1[cH:8][cH:9][cH:10][cH:11][cH:12]1)[OH:13])([F:14])[N:24]1[CH2:23][CH2:22][CH:21]([n:20]2[c:16](=[O:15])[nH:17][c:18]3[c:19]2[cH:27][cH:28][cH:29][cH:30]3)[CH2:26][CH2:25]1.